From a dataset of the Open Reaction Database (ORD), a public repository of structured organic reaction records. describe an organic reaction: reactants, conditions, products, and yield The reactants are C(C)(=O)Cl (acetyl chloride), [Cl-].C(C)[Al+]CC (Diethyl aluminum chloride), C(CCC)N1C=CC2=CC=C(C=C12)C(=O)OC (Methyl 1-butyl-1H-indole-6-carboxylate). Run in ClCCl (dichloromethane), ClCCl (dichloromethane). Run at temperature 0 celsius, time 30 minute. Product: C(C)(=O)C1=CN(C2=CC(=CC=C12)C(=O)OC)CCCC (methyl 3-acetyl-1-butyl-1H-indole-6-carboxylate). Reaction SMILES: [CH2:1]([N:5]1[C:13]2[C:8](=[CH:9][CH:10]=[C:11]([C:14]([O:16][CH3:17])=[O:15])[CH:12]=2)[CH:7]=[CH:6]1)[CH2:2][CH2:3][CH3:4].[Cl-].C([Al+]CC)C.[C:24](Cl)(=[O:26])[CH3:25]>ClCCl>[C:24]([C:7]1[C:8]2[C:13](=[CH:12][C:11]([C:14]([O:16][CH3:17])=[O:15])=[CH:10][CH:9]=2)[N:5]([CH2:1][CH2:2][CH2:3][CH3:4])[CH:6]=1)(=[O:26])[CH3:25] |f:1.2|. Procedure: Methyl 1-butyl-1H-indole-6-carboxylate (4.53 g) was dissolved in dichloromethane (25 ml). The mixture was cooled to 0° C. Diethyl aluminum chloride was added dropwise (29.5 mL) and the mixture was allowed to stir at 0° C. for 30 min. A solution of dichloromethane (25 mL) and acetyl chloride (2.1 mL) was added dropwise, and the mixture was stirred for 2 h at 0° C. The mixture was then partitioned between dichloromethane, water, and brine, dried over sodium sulfate, filtered, and concentrated. The... Starting materials: O (water), C(=O)([O-])[O-].[K+].[K+] (K2CO3), C(#N)CP(OCC)(OCC)=O (diethyl (cyanomethyl)phosphonate), CN1CCC(CC1)=O (1-methyl-4-piperidone). The solvent is C1CCOC1 (THF). Yields the product CN1CCC(CC1)=CC#N ((1-Methylpiperid-4-ylidene)acetonitrile). As a reaction SMILES: C([O-])([O-])=O.[K+].[K+].[C:7]([CH2:9]P(=O)(OCC)OCC)#[N:8].[CH3:18][N:19]1[CH2:24][CH2:23][C:22](=O)[CH2:21][CH2:20]1.O>C1COCC1>[CH3:18][N:19]1[CH2:24][CH2:23][C:22](=[CH:9][C:7]#[N:8])[CH2:21][CH2:20]1 |f:0.1.2|. Procedure details: 9.36 g of K2CO3 and 8.89 ml of diethyl (cyanomethyl)phosphonate are placed in 12 ml of THF in a round-bottomed flask equipped with a magnetic stirrer, and under a stream of nitrogen, and the mixture is left to react for 15 minutes at room temperature and then refluxed for 20 minutes. The resulting mixture is allowed to cool and 6.5 ml of 1-methyl-4-piperidone are added dropwise. This mixture is refluxed for 16 hours. The reaction mixture is then poured into water and extracted with ethyl acetate... The reactants are C(=O)(OC(C)(C)C)N[C@@H](C(C)C)C(=O)O (N-Boc-L-valine), CN1CCOCC1 (N-methylmorpholine), ClC(=O)OCC(C)C (isobutyl chloroformate), N[C@@H]1CN(CC1)C1=C(C=C2C(C(=CN(C2=N1)C1=C(C=C(C(=C1)NC=O)F)F)C(=O)OCC)=O)F (ethyl 7-[(3S)-3-aminopyrrolidin-1-yl]-1-(2,4-difluoro-5-formylaminophenyl)-6-fluoro-4-oxo-1,4-dihydro-1,8-naphthyridine-3-carboxylate), C(C)O (ethanol). Solvent: ClCCl (dichloromethane), ClCCl (dichloromethane), O (water), C(Cl)(Cl)Cl (chloroform). Reaction conditions: temperature -20 celsius. Product: C(C)(C)OC(C)C (diisopropyl ether), NC=1C=C(C(=CC1F)F)N1C=C(C(C2=CC(=C(N=C12)N1C[C@H](CC1)NC([C@@H](N)C(C)C)=O)F)=O)C(=O)O (1-(3-amino-4,6-difluorophenyl)-6-fluoro-7-[(3S)-3-(L-valyl-amino)pyrrolidin-1-yl]-1,4-dihydro-4-oxo-1,8-naphthyridine-3-carboxylic acid). Reaction SMILES: C([NH:8][C@H:9]([C:13]([OH:15])=O)[CH:10]([CH3:12])[CH3:11])(O[C:4](C)([CH3:6])[CH3:5])=O.[CH3:16]N1CCOCC1.ClC(OCC(C)C)=O.[NH2:31][C@H:32]1[CH2:36][CH2:35][N:34]([C:37]2[N:46]=[C:45]3[C:40]([C:41](=[O:63])[C:42]([C:58]([O:60]CC)=[O:59])=[CH:43][N:44]3[C:47]3[CH:52]=[C:51]([NH:53]C=O)[C:50]([F:56])=[CH:49][C:48]=3[F:57])=[CH:39][C:38]=2[F:64])[CH2:33]1.[CH2:65]([OH:67])[CH3:66]>ClCCl.O.C(Cl)(Cl)Cl>[CH:65]([O:67][CH:4]([CH3:6])[CH3:5])([CH3:16])[CH3:66].[NH2:53][C:51]1[CH:52]=[C:47]([N:44]2[C:45]3[C:40](=[CH:39][C:38]([F:64])=[C:37]([N:34]4[CH2:35][CH2:36][C@H:32]([NH:31][C:13](=[O:15])[C@H:9]([CH:10]([CH3:11])[CH3:12])[NH2:8])[CH2:33]4)[N:46]=3)[C:41](=[O:63])[C:42]([C:58]([OH:60])=[O:59])=[CH:43]2)[C:48]([F:57])=[CH:49][C:50]=1[F:56]. Procedure: To 5 ml of dichloromethane were added 220 mg of N-Boc-L-valine and 106 mg of N-methylmorpholine. With stirring at -20° C., 140 μl of isobutyl chloroformate was added to the solution, which was stirred for 20 minutes. This solution was cooled to -60° C., and a dispersion of 475 mg of ethyl 7-[(3S)-3-aminopyrrolidin-1-yl]-1-(2,4-difluoro-5-formylaminophenyl)-6-fluoro-4-oxo-1,4-dihydro-1,8-naphthyridine-3-carboxylate in 10 ml of dichloromethane was added thereto. The solution was allowed to slowly ... The reactants are Cc1ccc(S)cc1Br, [H-], CC(C)I, [Na+], CN(C)C=O. The product is Cc1ccc(SC(C)C)cc1Br. Reaction SMILES: [Br:3][c:4]1[cH:5][c:6]([SH:11])[cH:7][cH:8][c:9]1[CH3:10].[H-:2].[I:12][CH:13]([CH3:14])[CH3:15].[Na+:1].[O:16]=[CH:17][N:18]([CH3:19])[CH3:20]>>[Br:3][c:4]1[cH:5][c:6]([S:11][CH:13]([CH3:14])[CH3:15])[cH:7][cH:8][c:9]1[CH3:10]. Starting materials: Cl (hydrochlorid), C(C)(=O)O (acetic acid), C1(=CC=CC=C1)N1N=C(C(C1=O)C)NC(=O)OCC (1-phenyl-3-carbethoxyamino-4-methyl-2-pyrazolin-5-one). Solvent: [OH-].[Na+] (sodium hydroxide). Yields the product C1(=CC=CC=C1)N1N=C(C(C1=O)C)N (1-phenyl-3-amino-4-methyl-2-pyrazolin-5-one). Reaction SMILES: [C:1]1([N:7]2[C:11](=[O:12])[CH:10]([CH3:13])[C:9]([NH:14]C(OCC)=O)=[N:8]2)[CH:6]=[CH:5][CH:4]=[CH:3][CH:2]=1.Cl.C(O)(=O)C>[OH-].[Na+]>[C:1]1([N:7]2[C:11](=[O:12])[CH:10]([CH3:13])[C:9]([NH2:14])=[N:8]2)[CH:2]=[CH:3][CH:4]=[CH:5][CH:6]=1 |f:3.4|. Procedure: A solution of 261 g (1 mole) of 1-phenyl-3-carbethoxyamino-4-methyl-2-pyrazolin-5-one in 1600 ml of 2.5 N sodium hydroxide was refluxed for 30 min. The solution was cooled and neutralized by addition of 250 ml of concentrated hydrochlorid acid and 50 ml of glacial acetic acid. The precipitate was separated and dried. Yield: 160 g (84%). Melting point: 147° C.